Dataset: the Open Reaction Database (ORD), a public repository of structured organic reaction records. Task: describe an organic reaction: reactants, conditions, products, and yield Reported procedure: Prepared from intermediate product A1 and 1-(3-dimethylaminopropyl)piperazine as described for compound 1. Cystallised from diethyl ether as the free base. M.p. 248° C. (with decomposition). The reactants are product A1, CN(CCCN1CCNCC1)C (1-(3-dimethylaminopropyl)piperazine), Cl.C(C)OC=1C=C(C=CC1OCC)C1=NN(C([C@@H]2CC=CC[C@H]12)=O)C1=CC=C(C=C1)C(=O)N1CCN(CC1)C1=CC=CC=C1 ((4aS,8aR)-4-(3,4-Diethoxyphenyl)-2-{4-[1-(4-phenyl-piperazin-1-yl)-methanoyl]-phenyl}-4a,5,8,8a-tetrahydro-2H-phthalazin-1-one hydrochloride). As a reaction SMILES: [CH3:1][N:2]([CH3:12])[CH2:3][CH2:4][CH2:5][N:6]1[CH2:11][CH2:10][NH:9][CH2:8][CH2:7]1.[ClH:13].[CH2:14]([O:16][C:17]1[CH:18]=[C:19]([C:26]2[C@@H:35]3[C@@H:30]([CH2:31][CH:32]=[CH:33][CH2:34]3)[C:29](=[O:36])[N:28]([C:37]3[CH:42]=[CH:41][C:40]([C:43](N4CCN(C5C=CC=CC=5)CC4)=[O:44])=[CH:39][CH:38]=3)[N:27]=2)[CH:20]=[CH:21][C:22]=1[O:23][CH2:24][CH3:25])[CH3:15]>C(OCC)C>[ClH:13].[ClH:13].[CH2:14]([O:16][C:17]1[CH:18]=[C:19]([C:26]2[C@@H:35]3[C@@H:30]([CH2:31][CH:32]=[CH:33][CH2:34]3)[C:29](=[O:36])[N:28]([C:37]3[CH:38]=[CH:39][C:40]([C:43]([N:9]4[CH2:8][CH2:7][N:6]([CH2:5][CH2:4][CH2:3][N:2]([CH3:1])[CH3:12])[CH2:11][CH2:10]4)=[O:44])=[CH:41][CH:42]=3)[N:27]=2)[CH:20]=[CH:21][C:22]=1[O:23][CH2:24][CH3:25])[CH3:15] |f:1.2,4.5.6|. The solvent is C(C)OCC (diethyl ether). Product: Cl.Cl.C(C)OC=1C=C(C=CC1OCC)C1=NN(C([C@@H]2CC=CC[C@H]12)=O)C1=CC=C(C=C1)C(=O)N1CCN(CC1)CCCN(C)C ((4aS,8aR)-4-(3,4-Diethoxyphenyl)-2-(4-{1-[4-(3-dimethylamino-propyl)-piperazin-1-yl]-methanoyl}-phenyl)-4a,5,8,8a-tetrahydro-2H-phthalazin-1-one dihydrochloride).